From a dataset of the Open Reaction Database (ORD), a public repository of structured organic reaction records. describe an organic reaction: reactants, conditions, products, and yield The reactants are C(C)(C)(C)OC(=O)N[C@@H](COC1=C(C=CC=C1)Br)C1CCCCC1 ((R)-2-(2-tert-butoxycarbonylamino-2-cyclohexylethoxy)bromobenzene), CC(C)([O-])C.[Na+] (sodium tert-butoxide). The reagents and catalysts are C=1C=CC(=CC1)[P](C=2C=CC=CC2)(C=3C=CC=CC3)[Pd]([P](C=4C=CC=CC4)(C=5C=CC=CC5)C=6C=CC=CC6)([P](C=7C=CC=CC7)(C=8C=CC=CC8)C=9C=CC=CC9)[P](C=1C=CC=CC1)(C=1C=CC=CC1)C=1C=CC=CC1 (tetrakis(triphenylphosphine)palladium(0)). The solvent is C1(=CC=CC=C1)C (toluene). Yields the product C(C)(C)(C)OC(=O)N1[C@@H](COC2=C1C=CC=C2)C2CCCCC2 ((R)-4-tert-butoxycarbonyl-3-cyclo-hexyl-3,4-dihydro-2H-1,4-benzoxazine). Isolated yield 67.5%. RXN SMILES: [C:1]([O:5][C:6]([NH:8][C@H:9]([CH:19]1[CH2:24][CH2:23][CH2:22][CH2:21][CH2:20]1)[CH2:10][O:11][C:12]1[CH:17]=[CH:16][CH:15]=[CH:14][C:13]=1Br)=[O:7])([CH3:4])([CH3:3])[CH3:2].CC(C)([O-])C.[Na+]>C1(C)C=CC=CC=1.C1C=CC([P]([Pd]([P](C2C=CC=CC=2)(C2C=CC=CC=2)C2C=CC=CC=2)([P](C2C=CC=CC=2)(C2C=CC=CC=2)C2C=CC=CC=2)[P](C2C=CC=CC=2)(C2C=CC=CC=2)C2C=CC=CC=2)(C2C=CC=CC=2)C2C=CC=CC=2)=CC=1>[C:1]([O:5][C:6]([N:8]1[C:13]2[CH:14]=[CH:15][CH:16]=[CH:17][C:12]=2[O:11][CH2:10][C@H:9]1[CH:19]1[CH2:24][CH2:23][CH2:22][CH2:21][CH2:20]1)=[O:7])([CH3:4])([CH3:3])[CH3:2] |f:1.2,^1:41,43,62,81|. Procedure: A mixture of (R)-2-(2-tert-butoxycarbonylamino-2-cyclohexylethoxy)bromobenzene (500 mg, 1.26 mmol), tetrakis(triphenylphosphine)palladium(0) (146 mg, 0.126 mmol) and sodium tert-butoxide (181 mg 1.88 mmol) in toluene (4.0 ml) was exposed to microwave irradiation for 10 min at 120° C. The resulting mixture was partitioned between dichloromethane and water. The aqueous layer was extracted with dichloro-methane and combined organic layers were washed with brine, dried over sodium sulfate and concen...